This data is from the Open Reaction Database (ORD), a public repository of structured organic reaction records. The task is: describe an organic reaction: reactants, conditions, products, and yield As a reaction SMILES: [CH3:1][C:2]1[N:3]=[C:4]([N:20]([CH2:24][CH2:25][CH3:26])[CH2:21][CH2:22][CH3:23])[C:5]2[N:11]=[CH:10]N=[C:8]([C:12]3[CH:17]=[CH:16][C:15]([Cl:18])=[CH:14][C:13]=3[Cl:19])[C:6]=2[N:7]=1.[C:27]1(C)C=CC(S(O)(=O)=O)=CC=1.C(NCCC)CC>O.CCOC(C)=O>[CH3:1][C:2]1[N:3]=[C:4]([N:20]([CH2:21][CH2:22][CH3:23])[CH2:24][CH2:25][CH3:26])[C:5]2[N:11]=[CH:10][CH:27]=[C:8]([C:12]3[CH:17]=[CH:16][C:15]([Cl:18])=[CH:14][C:13]=3[Cl:19])[C:6]=2[N:7]=1. Reactants: CC=1N=C(C2=C(N1)C(=NC=N2)C2=C(C=C(C=C2)Cl)Cl)N(CCC)CCC (2-Methyl-4-(dipropylamino)-8-(2,4-dichlorophenyl)pyrimidino[5,4-d]pyrimidine), C1(=CC=C(C=C1)S(=O)(=O)O)C (p-toluenesulfonic acid), C(CC)NCCC (dipropylamine). Procedure: A mixture of 4 (10 mg), p-toluenesulfonic acid (20 mg) and dipropylamine (50 ml) is stirred and heated to 195° C. in a sealed tube for 1.5 h. The solution is then allowed to cool to r.t., and dissolved in a mixture of water and EtOAc. This is extracted with EtOAc, the organic phase washed with brine, dried and concentrated. The product is purified by prep. TLC (SiO2) using ethyl acetate/hexane. Run in O (water), CCOC(=O)C (EtOAc). Conditions: temperature 195 celsius. The product is CC=1N=C(C2=C(N1)C(=CC=N2)C2=C(C=C(C=C2)Cl)Cl)N(CCC)CCC (2-Methyl-4-(dipropylamino)-8-(2,4-dichlorophenyl)pyrido[3,2-d]pyrimidine).